From a dataset of the Open Reaction Database (ORD), a public repository of structured organic reaction records. describe an organic reaction: reactants, conditions, products, and yield Reactants: C(#N)C1CN(C1)C([C@@H](C)NC(=O)C1=CN(C2=NC=C(N=C21)C2=NN(C1=CC(=CC=C21)Cl)CC)COCC[Si](C)(C)C)=O (2-(6-chloro-1-ethyl-1H-indazol-3-yl)-5-(2-trimethylsilanylethoxymethyl)-5H-pyrrolo[2,3-b]pyrazine-7-carboxylic acid [(R)-2-(3-cyano-azetidin-1-yl)-1-methyl-2-oxo-ethyl]-amide), C(=O)(C(F)(F)F)O (TFA). The solvent is C(Cl)Cl (CH2Cl2). Reaction conditions: time 5 hour. Product: C(#N)C1CN(C1)C([C@@H](C)NC(=O)C1=CNC2=NC=C(N=C21)C2=NN(C1=CC(=CC=C21)Cl)CC)=O (2-(6-chloro-1-ethyl-1H-indazol-3-yl)-5H-pyrrolo[2,3-b]pyrazine-7-carboxylic acid [(R)-2-(3-cyano-azetidin-1-yl)-1-methyl-2-oxo-ethyl]-amide). Isolated yield 73.8%. Reaction SMILES: [C:1]([CH:3]1[CH2:6][N:5]([C:7](=[O:42])[C@H:8]([NH:10][C:11]([C:13]2[C:21]3[C:16](=[N:17][CH:18]=[C:19]([C:22]4[C:30]5[C:25](=[CH:26][C:27]([Cl:31])=[CH:28][CH:29]=5)[N:24]([CH2:32][CH3:33])[N:23]=4)[N:20]=3)[N:15](COCC[Si](C)(C)C)[CH:14]=2)=[O:12])[CH3:9])[CH2:4]1)#[N:2].C(O)(C(F)(F)F)=O>C(Cl)Cl>[C:1]([CH:3]1[CH2:4][N:5]([C:7](=[O:42])[C@H:8]([NH:10][C:11]([C:13]2[C:21]3[C:16](=[N:17][CH:18]=[C:19]([C:22]4[C:30]5[C:25](=[CH:26][C:27]([Cl:31])=[CH:28][CH:29]=5)[N:24]([CH2:32][CH3:33])[N:23]=4)[N:20]=3)[NH:15][CH:14]=2)=[O:12])[CH3:9])[CH2:6]1)#[N:2]. Reported procedure: To a solution of 2-(6-chloro-1-ethyl-1H-indazol-3-yl)-5-(2-trimethylsilanylethoxymethyl)-5H-pyrrolo[2,3-b]pyrazine-7-carboxylic acid [(R)-2-(3-cyano-azetidin-1-yl)-1-methyl-2-oxo-ethyl]-amide (150 mg, 0.25 mmol) in CH2Cl2 (2 mL) was added TFA (0.75 mL). The reaction mixture was stirred at room temperature for 5 h then concentrated. The residue was redissolved in 10:90:0.5 MeOH/CH2Cl2/NH4OH (3 mL) and stirred at room temperature for 3 h. The reaction mixture was concentrated and the residue was p...